Dataset: the Open Reaction Database (ORD), a public repository of structured organic reaction records. Task: describe an organic reaction: reactants, conditions, products, and yield Starting materials: NC=1SC=C(N1)C(C(=O)NC1[C@@H]2N(C(=C(CS2)C=C)C(=O)[O-])C1=O)=NOCC#C.[Na+] (sodium 7-[2-(2-aminothiazol-4-yl)-2-propargyloxyiminoacetamido]-3-vinyl-3-cephem-4-carboxylate), C(CCCCC)(=O)OCI (iodomethyl hexanoate), C(C)(C)OC(C)C (diisopropyl ether), C(C)(=O)OCC (ethyl acetate). Run in CN(C=O)C (N,N-dimethylformamide), CN(C=O)C (N,N-dimethylformamide). Conditions: time 15 minute. Product: NC=1SC=C(N1)C(C(=O)NC1[C@@H]2N(C(=C(CS2)C=C)C(=O)OCOC(CCCCC)=O)C1=O)=NOCC#C (hexanoyloxymethyl 7-[2-(2-aminothiazol-4-yl)-2-propargyloxyiminoacetamido]-3-vinyl-3-cephem-4-carboxylate). The yield is 75.0%. As a reaction SMILES: [NH2:1][C:2]1[S:3][CH:4]=[C:5]([C:7](=[N:25][O:26][CH2:27][C:28]#[CH:29])[C:8]([NH:10][CH:11]2[C:23](=[O:24])[N:13]3[C:14]([C:20]([O-:22])=[O:21])=[C:15]([CH:18]=[CH2:19])[CH2:16][S:17][C@H:12]23)=[O:9])[N:6]=1.[Na+].[C:31]([O:38][CH2:39]I)(=[O:37])[CH2:32][CH2:33][CH2:34][CH2:35][CH3:36].C(OCC)(=O)C.C(OC(C)C)(C)C>CN(C)C=O>[NH2:1][C:2]1[S:3][CH:4]=[C:5]([C:7](=[N:25][O:26][CH2:27][C:28]#[CH:29])[C:8]([NH:10][CH:11]2[C:23](=[O:24])[N:13]3[C:14]([C:20]([O:22][CH2:39][O:38][C:31](=[O:37])[CH2:32][CH2:33][CH2:34][CH2:35][CH3:36])=[O:21])=[C:15]([CH:18]=[CH2:19])[CH2:16][S:17][C@H:12]23)=[O:9])[N:6]=1 |f:0.1|. Procedure details: To a solution of sodium 7-[2-(2-aminothiazol-4-yl)-2-propargyloxyiminoacetamido]-3-vinyl-3-cephem-4-carboxylate (syn isomer) (2 g) in N,N-dimethylformamide (20 ml) was added a solution of iodomethyl hexanoate (1.28 g) in N,N-dimethylformamide (4 ml) under ice-cooling, and the mixture was stirred at the same temperature for 15 minutes. To the reaction mixture was added ethyl acetate (80 ml), followed by washing twice with water, three times with 5% aqueous solution of sodium bicarbonate and twice... The product is NC=1C=CC(=NC1)C1=NC(=C(C(=N1)NCC(F)(F)F)C1=C(C=C(C=C1F)OCCCN(C)C)F)Cl (2-(5-aminopyridin-2-yl)-6-chloro-5-{4-[3-(dimethylamino)propoxy]-2,6-difluorophenyl}-N-(2,2,2-trifluoroethyl)pyrimidin-4-amine). The reactants are C(C)(=O)OCC (ethyl acetate), [H-].[Na+] (sodium hydride), NC=1C=CC(=NC1)C1=NC(=C(C(=N1)NCC(F)(F)F)C1=C(C=C(C=C1F)F)F)Cl (2-(5-aminopyridin-2-yl)-6-chloro-N-(2,2,2-trifluoroethyl)-5-(2,4,6-trifluorophenyl)pyrimidin-4-amine), CN(C)C(CC)O (N,N-Dimethylaminopropan-1-ol). Reaction SMILES: [H-].[Na+].[CH3:3][N:4]([CH:6](O)[CH2:7][CH3:8])[CH3:5].[NH2:10][C:11]1[CH:12]=[CH:13][C:14]([C:17]2[N:22]=[C:21]([NH:23][CH2:24][C:25]([F:28])([F:27])[F:26])[C:20]([C:29]3[C:34]([F:35])=[CH:33][C:32](F)=[CH:31][C:30]=3[F:37])=[C:19]([Cl:38])[N:18]=2)=[N:15][CH:16]=1.C(OCC)(=[O:41])C>CSC>[NH2:10][C:11]1[CH:12]=[CH:13][C:14]([C:17]2[N:22]=[C:21]([NH:23][CH2:24][C:25]([F:28])([F:27])[F:26])[C:20]([C:29]3[C:34]([F:35])=[CH:33][C:32]([O:41][CH2:8][CH2:7][CH2:6][N:4]([CH3:5])[CH3:3])=[CH:31][C:30]=3[F:37])=[C:19]([Cl:38])[N:18]=2)=[N:15][CH:16]=1 |f:0.1|. The solvent is CSC (dimethylsulfide). Run at temperature 60 celsius, time 30 minute. Reported procedure: To a mixture of sodium hydride (33.6 mg, 0.84 mmol) in 2 mL of dimethylsulfide is added N,N-Dimethylaminopropan-1-ol (99 μL, 0.84 mmol) slowly. After 30 minutes, 2-(5-aminopyridin-2-yl)-6-chloro-N-(2,2,2-trifluoroethyl)-5-(2,4,6-trifluorophenyl)pyrimidin-4-amine (100 mg, from Step A) is added and the resulting reaction mixture is heated at 60° C. for 4 h. The reaction mixture is cooled to room temperature, and diluted with ethyl acetate. The organic layer is washed with water and then with satur... Reactants: CO, [Na+], [OH-], COC(=O)c1ccc(Cn2ccnc2)c(OC)c1. The product is COc1cc(C(=O)O)ccc1Cn1ccnc1. RXN SMILES: [CH3:21][OH:22].[Na+:20].[OH-:19].[n:1]1([CH2:6][c:7]2[c:8]([O:17][CH3:18])[cH:9][c:10]([C:11](=[O:12])[O:13][CH3:14])[cH:15][cH:16]2)[cH:2][n:3][cH:4][cH:5]1>>[n:1]1([CH2:6][c:7]2[c:8]([O:17][CH3:18])[cH:9][c:10]([C:11](=[O:12])[OH:13])[cH:15][cH:16]2)[cH:2][n:3][cH:4][cH:5]1.